From a dataset of the Open Reaction Database (ORD), a public repository of structured organic reaction records. describe an organic reaction: reactants, conditions, products, and yield Starting materials: COc1nc2c(cc1[N+](=O)[O-])C(C)CN(C(=O)C(F)(F)F)CC2, CCO. Product: COc1nc2c(cc1N)C(C)CN(C(=O)C(F)(F)F)CC2. Reaction SMILES: [CH3:1][O:2][c:3]1[c:4]([N+:21]([O-:22])=[O:23])[cH:5][c:6]2[c:7]([n:20]1)[CH2:8][CH2:9][N:10]([C:14]([C:15]([F:16])([F:17])[F:18])=[O:19])[CH2:11][CH:12]2[CH3:13].[CH3:24][CH2:25][OH:26]>>[CH3:1][O:2][c:3]1[c:4]([NH2:21])[cH:5][c:6]2[c:7]([n:20]1)[CH2:8][CH2:9][N:10]([C:14]([C:15]([F:16])([F:17])[F:18])=[O:19])[CH2:11][CH:12]2[CH3:13].